Dataset: the Open Reaction Database (ORD), a public repository of structured organic reaction records. Task: describe an organic reaction: reactants, conditions, products, and yield Reaction conditions: time 8 hour. The product is C(C)(C)(C)OC(N(C)C1=NC=C(C=C1)C(=O)Cl)=O ((5-Chlorocarbonyl-pyridin-2-yl)-methyl-carbamic acid tert-butyl ester). Reactants: C(C)(C)(C)OC(=O)N(C1=NC=C(C(=O)O)C=C1)C (6-(tert-Butoxycarbonyl-methyl-amino)-nicotinic acid), CN (methylamine), C(C)N (ethylamine), 1-chloro-N,N-2-trimethylpropenyl-amine, ClCCCl (DCE). Reaction SMILES: [C:1]([O:5][C:6]([N:8]([CH3:18])[C:9]1[CH:17]=[CH:16][C:12]([C:13](O)=[O:14])=[CH:11][N:10]=1)=[O:7])([CH3:4])([CH3:3])[CH3:2].CN.C(N)C.[Cl:24]CCCl>>[C:1]([O:5][C:6](=[O:7])[N:8]([C:9]1[CH:17]=[CH:16][C:12]([C:13]([Cl:24])=[O:14])=[CH:11][N:10]=1)[CH3:18])([CH3:4])([CH3:3])[CH3:2]. Procedure details: 6-(tert-Butoxycarbonyl-methyl-amino)-nicotinic acid (12.5 g, 47.0 mmol) [prepared analogously to A-05 using methylamine in stead of ethylamine] is taken up in 300 mL DCE, 1-chloro-N,N-2-trimethylpropenyl-amine (10.0 mL, 74.8 mmol) is added and the reaction mixture is stirred overnight at RT. The reaction mixture is concentrated under reduced pressure and the crude product is used in the next step without purification. Reactants: C(\C=C\C(=O)O)(=O)OC (methyl hydrogen fumarate), C(O)([O-])=O.[Cs+] (cesium hydrogen carbonate), C(C1=CC=CC=C1)(=O)OCCCl (chloroethyl benzoate). Run in CN1CCCC1=O (NMP). Yields the product C(\C=C\C(=O)OCCOC(=O)C1=CC=CC=C1)(=O)OC (Methyl phenylcarbonyloxyethyl (2E)but-2-ene-1,4-dioate). The yield is 24.0%. RXN SMILES: [C:1]([O:8][CH3:9])(=[O:7])/[CH:2]=[CH:3]/[C:4]([OH:6])=[O:5].C(=O)([O-])O.[Cs+].[C:15]([O:23][CH2:24][CH2:25]Cl)(=[O:22])[C:16]1[CH:21]=[CH:20][CH:19]=[CH:18][CH:17]=1>CN1C(=O)CCC1>[C:1]([O:8][CH3:9])(=[O:7])/[CH:2]=[CH:3]/[C:4]([O:6][CH2:25][CH2:24][O:23][C:15]([C:16]1[CH:21]=[CH:20][CH:19]=[CH:18][CH:17]=1)=[O:22])=[O:5] |f:1.2|. Reported procedure: Following general procedure A, methyl hydrogen fumarate (0.42 g, 3.3 mmol) in NMP (6 mL) was reacted with CsHCO3 (0.69 g, 3.6 mmol) and chloroethyl benzoate (0.55 g, 3.0 mmol) to afford 0.2 g (24% yield) of the title compound (43) after purification by silica gel flash column chromatography (Biotage) using a mixture of ethyl acetate (EtOAc) and hexanes (1:8) as eluent. 1H NMR (CDCl3, 400 MHz): δ 8.08-8.02 (m, 2H), 7.63-7.56 (m, 1H), 7.49-7.42 (m, 2H), 7.21 (q, J=5.2 Hz, 1H), 6.92 (d, J=16.0 Hz, ... Reactants: hydrochloride salt, CC1=CC=C(C=C1)S(=O)(=O)OCC1OC2=C(C1)C=C(C=C2C2=C(C=C(C=C2)OC)OC)Cl ((±)-[5-chloro-7-(2,4-dimethoxyphenyl)-2,3-dihydro-1-benzofuran-2-yl]methyl 4-methylbenzenesulfonate), CN (methylamine). Product: ClC=1C=C(C2=C(CC(O2)CNC)C1)C1=C(C=C(C=C1)OC)OC ((±)-{[5-chloro-7-(2,4-dimethoxyphenyl)-2,3-dihydro-1-benzofuran-2-yl]methyl}methylamine). RXN SMILES: CC1C=CC(S(O[CH2:12][CH:13]2[CH2:17][C:16]3[CH:18]=[C:19]([Cl:32])[CH:20]=[C:21]([C:22]4[CH:27]=[CH:26][C:25]([O:28][CH3:29])=[CH:24][C:23]=4[O:30][CH3:31])[C:15]=3[O:14]2)(=O)=O)=CC=1.[CH3:33][NH2:34]>>[Cl:32][C:19]1[CH:20]=[C:21]([C:22]2[CH:27]=[CH:26][C:25]([O:28][CH3:29])=[CH:24][C:23]=2[O:30][CH3:31])[C:15]2[O:14][CH:13]([CH2:12][NH:34][CH3:33])[CH2:17][C:16]=2[CH:18]=1. Reported procedure: The title compound was prepared (0.052 g, 68%) following the general procedure of Example 390 as a white solid, hydrochloride salt from (±)-[5-chloro-7-(2,4-dimethoxyphenyl)-2,3-dihydro-1-benzofuran-2-yl]methyl 4-methylbenzenesulfonate (0.099 g, 0.21 mmol) and methylamine (0.065 g, 2.1 mmol). mp 206-208° C. Reactants: C(C)OP(=O)(CCCCC)C1=CC(=C(C=C1)NC)[N+](=O)[O-] (ethyl(4-methylamino-3-nitro-phenyl)-n-pentyl-phosphinate). Reagents/catalysts: [Pd].[H][H] (palladium on activated charcoal hydrogen). The solvent is C(C)O (ethanol). The product is C(C)OP(=O)(CCCCC)C1=CC(=C(C=C1)NC)N (ethyl(4-methylamino-3-amino-phenyl)-n-pentyl-phosphinate). As a reaction SMILES: [CH2:1]([O:3][P:4]([C:11]1[CH:16]=[CH:15][C:14]([NH:17][CH3:18])=[C:13]([N+:19]([O-])=O)[CH:12]=1)([CH2:6][CH2:7][CH2:8][CH2:9][CH3:10])=[O:5])[CH3:2]>C(O)C.[Pd].[H][H]>[CH2:1]([O:3][P:4]([C:11]1[CH:16]=[CH:15][C:14]([NH:17][CH3:18])=[C:13]([NH2:19])[CH:12]=1)([CH2:6][CH2:7][CH2:8][CH2:9][CH3:10])=[O:5])[CH3:2] |f:2.3|. Reported procedure: Prepared analogously to Example 1c from ethyl(4-methylamino-3-nitro-phenyl)-n-pentyl-phosphinate and palladium on activated charcoal/hydrogen in ethanol. The reactants are N1N=CC(=C1)B1OC(C)(C)C(C)(C)O1 (4-pyrazoleboronic acid pinacol ester), C(C=C)Br (allyl bromide), C[Si](C)(C)[N-][Si](C)(C)C.[Na+] (sodium bis(trimethylsilyl)amide), solution. Solvent: C1CCOC1 (THF), C1CCOC1 (THF). Run at temperature 70 celsius. Product: C(C=C)N1N=CC(=C1)B1OC(C(O1)(C)C)(C)C (1-Allyl-4-(4,4,5,5-tetramethyl-[1,3,2]dioxaborolan-2-yl)-1H-pyrazole). Yield: 93.1%. Reaction SMILES: [NH:1]1[CH:5]=[C:4]([B:6]2[O:14][C:11]([CH3:13])([CH3:12])[C:8]([CH3:10])([CH3:9])[O:7]2)[CH:3]=[N:2]1.[CH2:15](Br)[CH:16]=[CH2:17].C[Si]([N-][Si](C)(C)C)(C)C.[Na+]>C1COCC1>[CH2:17]([N:2]1[CH:3]=[C:4]([B:6]2[O:7][C:8]([CH3:9])([CH3:10])[C:11]([CH3:13])([CH3:12])[O:14]2)[CH:5]=[N:1]1)[CH:16]=[CH2:15] |f:2.3|. Reported procedure: A mixture of 4-pyrazoleboronic acid pinacol ester (3.0 g, 15.6 mmol), allyl bromide (6.9 g, 77 mmol) and sodium bis(trimethylsilyl)amide (20.5 mL of a 1.5N solution in THF, 30.7 mmol) in THF (20 mL) was heated to 70° C. overnight. After cooling to r.t. the reaction was quenched with water (15 mL) and extracted with EtOAc (2×30 mL). The combined organic fractions were washed with brine (50 mL), dried (MgSO4) and concentrated in vacuo to give the title compound (3.4 g, 94%) as a yellow oil. δH (CD... Starting materials: BrC=1C=CC(=C(C1)C(C)=O)O (1-(5-bromo-2-hydroxyphenyl)ethanone), C(C)(C)(C)C1CCC(CC1)=O (4-tert-butylcyclohexanone), N1CCCC1 (pyrrolidine). Run in CO (MeOH). Run at temperature 60 celsius. Yields the product BrC=1C=C2C(CC3(CCC(CC3)C(C)(C)C)OC2=CC1)=O (6-bromo-4′-t-butylspiro[chroman-2,1′-cyclohexan]-4-one). Yield: 73.8%. RXN SMILES: [Br:1][C:2]1[CH:3]=[CH:4][C:5]([OH:11])=[C:6]([C:8](=[O:10])[CH3:9])[CH:7]=1.[C:12]([CH:16]1[CH2:21][CH2:20][C:19](=O)[CH2:18][CH2:17]1)([CH3:15])([CH3:14])[CH3:13].N1CCCC1>CO>[Br:1][C:2]1[CH:7]=[C:6]2[C:5](=[CH:4][CH:3]=1)[O:11][C:19]1([CH2:20][CH2:21][CH:16]([C:12]([CH3:15])([CH3:14])[CH3:13])[CH2:17][CH2:18]1)[CH2:9][C:8]2=[O:10]. Procedure: To a 50 mL round bottom flask is added 1-(5-bromo-2-hydroxyphenyl)ethanone (2.0 g, 9.3 mmol), followed by 4-tert-butylcyclohexanone (1.43 g, 9.3 mmol). MeOH (20 mL) is added to give a clear solution, followed by pyrrolidine (1 mL). A condenser is attached to the RB flask, and the resulting solution is heated at 60° C. for two hours. MeOH is removed and the residue is redissolved in EtOAc (30 mL), washed with 1 N NaOH (10 mL), and 1 N HCl (10 mL), and dried over Na2SO4. Solvent is removed in vacu... Starting materials: C(C)(C)(C)OC(=O)NCCCOC1=C(C(=O)O)C=CC(=C1)SCC (2-(3-t-butoxycarbonylaminopropoxy)-4-(ethylthio)benzoic acid), NC=1C(=NC(=CC1)C)C(=O)NC1=NC=C(C=C1)Cl (3-amino-N-(5-chloropyridin-2-yl)-6-methylpyridine-2-carboxamide). Yields the product C(C)(C)(C)OC(=O)NCCCOC1=C(C(=O)NC=2C(=NC(=CC2)C)C(=O)NC2=NC=C(C=C2)Cl)C=CC(=C1)SCC (3-[2-(3-tert-Butoxycarbonylaminopropoxy)-4-(ethylthio)benzoylamino]-N-(5-chloropyridin-2-yl)-6-methylpyridine-2-carboxamide). Yield: 67.0%. As a reaction SMILES: [C:1]([O:5][C:6]([NH:8][CH2:9][CH2:10][CH2:11][O:12][C:13]1[CH:21]=[C:20]([S:22][CH2:23][CH3:24])[CH:19]=[CH:18][C:14]=1[C:15]([OH:17])=O)=[O:7])([CH3:4])([CH3:3])[CH3:2].[NH2:25][C:26]1[C:27]([C:33]([NH:35][C:36]2[CH:41]=[CH:40][C:39]([Cl:42])=[CH:38][N:37]=2)=[O:34])=[N:28][C:29]([CH3:32])=[CH:30][CH:31]=1>>[C:1]([O:5][C:6]([NH:8][CH2:9][CH2:10][CH2:11][O:12][C:13]1[CH:21]=[C:20]([S:22][CH2:23][CH3:24])[CH:19]=[CH:18][C:14]=1[C:15]([NH:25][C:26]1[C:27]([C:33]([NH:35][C:36]2[CH:41]=[CH:40][C:39]([Cl:42])=[CH:38][N:37]=2)=[O:34])=[N:28][C:29]([CH3:32])=[CH:30][CH:31]=1)=[O:17])=[O:7])([CH3:2])([CH3:3])[CH3:4]. Procedure: Using a procedure analogous to Example 1-G, 2-(3-t-butoxycarbonylaminopropoxy)-4-(ethylthio)benzoic acid and 3-amino-N-(5-chloropyridin-2-yl)-6-methylpyridine-2-carboxamide gave the title compound as a solid (2.2 g, 67%). Starting materials: BrC=1N=C(C=2N(C1)N=C(N2)C=2OC=CC2)N (6-bromo-2-furan-2-yl-[1,2,4]triazolo[1,5-a]pyrazin-8-ylamine), C(C)(C)(C)OC(=O)N1CCC(=CC1)B1OC(C(O1)(C)C)(C)C (4-(4,4,5,5-tetramethyl-[1,3,2]dioxaborolan-2-yl)-3,6-dihydro-2H-pyridine-1-carboxylic acid tert-butyl ester), Pd(PPh3)3, C(=O)([O-])[O-].[Na+].[Na+] (Na2CO3). The solvent is CN(C)C=O (DMF). Conditions: temperature 80 celsius. The product is C(C)(C)(C)OC(=O)N1CCC(=CC1)C=1N=C(C=2N(C1)N=C(N2)C=2OC=CC2)N (4-(8-amino-2-furan-2-yl-[1,2,4]triazolo[1,5-a]pyrazin-6-yl)-3,6-dihydro-2H-pyridine-1-carboxylic acid tert-butyl ester). Yield: 47.1%. Reaction SMILES: Br[C:2]1[N:3]=[C:4]([NH2:16])[C:5]2[N:6]([N:8]=[C:9]([C:11]3[O:12][CH:13]=[CH:14][CH:15]=3)[N:10]=2)[CH:7]=1.[C:17]([O:21][C:22]([N:24]1[CH2:29][CH:28]=[C:27](B2OC(C)(C)C(C)(C)O2)[CH2:26][CH2:25]1)=[O:23])([CH3:20])([CH3:19])[CH3:18].C([O-])([O-])=O.[Na+].[Na+]>CN(C=O)C>[C:17]([O:21][C:22]([N:24]1[CH2:25][CH:26]=[C:27]([C:2]2[N:3]=[C:4]([NH2:16])[C:5]3[N:6]([N:8]=[C:9]([C:11]4[O:12][CH:13]=[CH:14][CH:15]=4)[N:10]=3)[CH:7]=2)[CH2:28][CH2:29]1)=[O:23])([CH3:20])([CH3:18])[CH3:19] |f:2.3.4|. Reported procedure: A mixture of 6-bromo-2-furan-2-yl-[1,2,4]triazolo[1,5-a]pyrazin-8-ylamine (112 mg, 0.4 mmol; see Examples 1 and 2), 4-(4,4,5,5-tetramethyl-[1,3,2]dioxaborolan-2-yl)-3,6-dihydro-2H-pyridine-1-carboxylic acid tert-butyl ester (185 mg, 0.6 mmol; see Eastwood, P. Tetrahedron Letters 41:3705-3708 (2000) for its preparation), Pd(PPh3)3 (28 mg, 0.024 mmol), and aqueous Na2CO3 (2 M, 1 mL) in DMF (4 mL) was heated (at approximately 80° C.) for 16 hours. The reaction was filtered and then purified by HPLC... Starting materials: C(=O)([O-])[O-].[K+].[K+] (K2CO3), C(C=C)Br (allyl bromide), C(C)N(C1=CC=C(C=C1)NC(=O)C1CC2=C(C=CC=C2CC1)O)CC (8-hydroxy-1,2,3,4-tetrahydro-naphthalene-2-carboxylic acid (4-diethylamino-phenyl)-amide). Run in CN(C)C=O (DMF). The product is C(C=C)OC=1C=CC=C2CCC(CC12)C(=O)NC1=CC=C(C=C1)N(CC)CC (8-(Allyloxy)-N-(4-(diethylamino)phenyl)-1,2,3,4-tetrahydronaphthalene-2-carboxamide). The yield is 19.8%. As a reaction SMILES: [CH2:1]([N:3]([CH2:24][CH3:25])[C:4]1[CH:9]=[CH:8][C:7]([NH:10][C:11]([CH:13]2[CH2:22][CH2:21][C:20]3[C:15](=[C:16]([OH:23])[CH:17]=[CH:18][CH:19]=3)[CH2:14]2)=[O:12])=[CH:6][CH:5]=1)[CH3:2].C([O-])([O-])=O.[K+].[K+].[CH2:32](Br)[CH:33]=[CH2:34]>CN(C=O)C>[CH2:34]([O:23][C:16]1[CH:17]=[CH:18][CH:19]=[C:20]2[C:15]=1[CH2:14][CH:13]([C:11]([NH:10][C:7]1[CH:6]=[CH:5][C:4]([N:3]([CH2:1][CH3:2])[CH2:24][CH3:25])=[CH:9][CH:8]=1)=[O:12])[CH2:22][CH2:21]2)[CH:33]=[CH2:32] |f:1.2.3|. Procedure: The phenol from Example 6B (68 mg, 0.2 mmol) was dissolved in DMF (0.4 mL) and K2CO3 (41 mg, 0.2 mmol) and allyl bromide (36 mg, 0.3 mmol) were added at ambient temperature. The reaction mixture was worked up and purified by column chromatography to provide the titled compound (15 mg, 20%). 1H NMR (400 MHz, DMSO-D6) δ 9.59 (s, 1H), 7.39 (d, J=9.2 Hz, 2H), 7.05 (t, J=8.0 Hz, 1H), 6.75 (d, J=8.0 Hz, 1H), 6.70 (d, J=8.0 Hz, 1H), 6.61 (d, J=9.2 Hz, 2H), 6.05 (ddddd, 5.2, 5.2, 10.8, 16.0 Hz, 1H), 5.3... Starting materials: ClC1=C(N=CC(=N1)N[C@@H](C(=O)N)CC=1SC=CC1)C#N ((R)-2-(6-chloro-5-cyanopyrazin-2-ylamino)-3-(thiophen-2-yl)propanamide), NC=1C=C2C=CC=NC2=CC1 (6-aminoquinoline), C(=O)([O-])[O-].[K+].[K+] (K2CO3), C=1C=CC(=CC1)P(C=2C=CC=CC2)C3=CC=C4C=CC=CC4=C3C5=C6C=CC=CC6=CC=C5P(C=7C=CC=CC7)C=8C=CC=CC8 (BINAP). The reagents and catalysts are CC(=O)[O-].CC(=O)[O-].[Pd+2] (Pd(OAc)2). The solvent is O1CCOCC1 (dioxane). Reaction conditions: time 6 hour. The product is C(#N)C=1N=CC(=NC1NC=1C=C2C=CC=NC2=CC1)N[C@@H](C(=O)N)CC=1SC=CC1 ((R)-2-(5-cyano-6-(quinolin-6-ylamino)pyrazin-2-ylamino)-3-(thiophen-2-yl)propanamide). The yield is 32.2%. As a reaction SMILES: Cl[C:2]1[N:7]=[C:6]([NH:8][C@H:9]([CH2:13][C:14]2[S:15][CH:16]=[CH:17][CH:18]=2)[C:10]([NH2:12])=[O:11])[CH:5]=[N:4][C:3]=1[C:19]#[N:20].[NH2:21][C:22]1[CH:23]=[C:24]2[C:29](=[CH:30][CH:31]=1)[N:28]=[CH:27][CH:26]=[CH:25]2.C([O-])([O-])=O.[K+].[K+].C1C=CC(P(C2C(C3C(P(C4C=CC=CC=4)C4C=CC=CC=4)=CC=C4C=3C=CC=C4)=C3C(C=CC=C3)=CC=2)C2C=CC=CC=2)=CC=1>O1CCOCC1.CC([O-])=O.CC([O-])=O.[Pd+2]>[C:19]([C:3]1[N:4]=[CH:5][C:6]([NH:8][C@H:9]([CH2:13][C:14]2[S:15][CH:16]=[CH:17][CH:18]=2)[C:10]([NH2:12])=[O:11])=[N:7][C:2]=1[NH:21][C:22]1[CH:23]=[C:24]2[C:29](=[CH:30][CH:31]=1)[N:28]=[CH:27][CH:26]=[CH:25]2)#[N:20] |f:2.3.4,7.8.9|. Procedure details: A mixture of (R)-2-(6-chloro-5-cyanopyrazin-2-ylamino)-3-(thiophen-2-yl)propanamide (92 mg, 0.299 mmol), 6-aminoquinoline (60 mg, 0.416 mmol), K2CO3 (80 mg, 0.579 mmol), BINAP (25 mg, 0.040 mmol) and Pd(OAc)2 (15 mg, 0.066 mmol) in dioxane (2 mL) was degassed with Ar, then was stirred at 110 C for 6 h. The mixture was concentrated in vacuo. The residue was purified by HPLC to give (R)-2-(5-cyano-6-(quinolin-6-ylamino)pyrazin-2-ylamino)-3-(thiophen-2-yl)propanamide (40 mg).